Dataset: the Open Reaction Database (ORD), a public repository of structured organic reaction records. Task: describe an organic reaction: reactants, conditions, products, and yield RXN SMILES: [F:1][C:2]1[CH:3]=[C:4]([C:8]2[CH:9]=[CH:10][C:11]([CH:14]=O)=[N:12][CH:13]=2)[CH:5]=[CH:6][CH:7]=1.C1(P(=[CH:35][CH:36]=[O:37])(C2C=CC=CC=2)C2C=CC=CC=2)C=CC=CC=1>>[F:1][C:2]1[CH:3]=[C:4]([C:8]2[CH:9]=[CH:10][C:11](/[CH:14]=[CH:35]/[CH:36]=[O:37])=[N:12][CH:13]=2)[CH:5]=[CH:6][CH:7]=1. Procedure details: 584 mg of 5-(3-fluorophenyl)pyridine-2-carbaldehyde and 883 mg of (triphenylphosphoranylidene)acetaldehyde are stirred at RT overnight. The solvents are evaporated and the residue is purified by column chromatography (silica gel, MeOH:DCM=99.5:0.5). Reactants: FC=1C=C(C=CC1)C=1C=CC(=NC1)C=O (5-(3-fluorophenyl)pyridine-2-carbaldehyde), C1(=CC=CC=C1)P(C1=CC=CC=C1)(C1=CC=CC=C1)=CC=O ((triphenylphosphoranylidene)acetaldehyde). The product is FC=1C=C(C=CC1)C=1C=CC(=NC1)/C=C/C=O ((E)-3-[5-(3-Fluorophenyl)pyridin-2-yl]propenal). Starting materials: CS(=O)(=O)Cl, C=CCOc1ccc(N)cc1, c1ccncc1. Product: C=CCOc1ccc(NS(C)(=O)=O)cc1. RXN SMILES: [CH3:1][S:2]([Cl:3])(=[O:4])=[O:5].[NH2:6][c:7]1[cH:8][cH:9][c:10]([O:11][CH2:12][CH:13]=[CH2:14])[cH:15][cH:16]1.[cH:17]1[cH:18][cH:19][n:20][cH:21][cH:22]1>>[CH3:1][S:2](=[O:4])(=[O:5])[NH:6][c:7]1[cH:8][cH:9][c:10]([O:11][CH2:12][CH:13]=[CH2:14])[cH:15][cH:16]1.